Dataset: the Open Reaction Database (ORD), a public repository of structured organic reaction records. Task: describe an organic reaction: reactants, conditions, products, and yield Procedure: DIPEA (130 mg, 0.17 mL, 1.0 mmol) was added to a stirred solution of 1-phenyl-1H-pyrazole-3-carboxylic acid (47 mg, 0.25 mmol) in DMF (5 mL). HOBT (37 mg, 0.27 mmol) and EDCI (120 mg, 0.62 mmol) were then added at room temperature. After 2 minutes, 2-amino-1-[4-(2-trifluoromethyl-benzoyl)-piperazin-1-yl]-ethanone hydrochloride salt (prepared by the method as described above) (97 mg, 0.27 mmol) was added and the resulting mixture was stirred at room temperature overnight. Cold water was then adde... Conditions: time 2 minute. The yield is 30.5%. Solvent: O (water), CN(C)C=O (DMF). The reactants are Cl.NCC(=O)N1CCN(CC1)C(C1=C(C=CC=C1)C(F)(F)F)=O (2-amino-1-[4-(2-trifluoromethyl-benzoyl)-piperazin-1-yl]-ethanone hydrochloride salt), CCN(C(C)C)C(C)C (DIPEA), C1(=CC=CC=C1)N1N=C(C=C1)C(=O)O (1-phenyl-1H-pyrazole-3-carboxylic acid), C=1C=CC2=C(C1)N=NN2O (HOBT), CCN=C=NCCCN(C)C (EDCI). Reaction SMILES: CCN(C(C)C)C(C)C.[C:10]1([N:16]2[CH:20]=[CH:19][C:18]([C:21]([OH:23])=O)=[N:17]2)[CH:15]=[CH:14][CH:13]=[CH:12][CH:11]=1.C1C=CC2N(O)N=NC=2C=1.CCN=C=NCCCN(C)C.Cl.[NH2:46][CH2:47][C:48]([N:50]1[CH2:55][CH2:54][N:53]([C:56](=[O:67])[C:57]2[CH:62]=[CH:61][CH:60]=[CH:59][C:58]=2[C:63]([F:66])([F:65])[F:64])[CH2:52][CH2:51]1)=[O:49]>CN(C=O)C.O>[O:49]=[C:48]([N:50]1[CH2:51][CH2:52][N:53]([C:56](=[O:67])[C:57]2[CH:62]=[CH:61][CH:60]=[CH:59][C:58]=2[C:63]([F:66])([F:65])[F:64])[CH2:54][CH2:55]1)[CH2:47][NH:46][C:21]([C:18]1[CH:19]=[CH:20][N:16]([C:10]2[CH:11]=[CH:12][CH:13]=[CH:14][CH:15]=2)[N:17]=1)=[O:23] |f:4.5|. The product is O=C(CNC(=O)C1=NN(C=C1)C1=CC=CC=C1)N1CCN(CC1)C(C1=C(C=CC=C1)C(F)(F)F)=O (1-phenyl-1H-pyrazole-3-carboxylic acid {2-oxo-2-[4-(2-trifluoromethyl-benzoyl)-piperazin-1-yl]-ethyl}-amide). Starting materials: CC=1C(=NC=C(C1)C(F)(F)F)N[C@@H]1[C@H](CCC1)NC(OC(C)(C)C)=O (tert-butyl N-[(1S,2S)-2-{[3-methyl-5-(trifluoromethyl)pyridin-2-yl]amino}cyclopentyl]carbamate), Cl (HCl). Run in O1CCOCC1 (1,4-dioxane), O1CCOCC1 (1,4-dioxane). Run at time 18 hour. Yields the product Cl.CC=1C(=NC=C(C1)C(F)(F)F)N[C@@H]1[C@H](CCC1)N ((1S,2S)-1-N-[3-Methyl-5-(trifluoromethyl)pyridin-2-yl]cyclopentane-1,2-diamine hydrochloride). RXN SMILES: [CH3:1][C:2]1[C:3]([NH:12][C@H:13]2[CH2:17][CH2:16][CH2:15][C@@H:14]2[NH:18]C(=O)OC(C)(C)C)=[N:4][CH:5]=[C:6]([C:8]([F:11])([F:10])[F:9])[CH:7]=1.[ClH:26]>O1CCOCC1>[ClH:26].[CH3:1][C:2]1[C:3]([NH:12][C@H:13]2[CH2:17][CH2:16][CH2:15][C@@H:14]2[NH2:18])=[N:4][CH:5]=[C:6]([C:8]([F:9])([F:10])[F:11])[CH:7]=1 |f:3.4|. Procedure: To a solution of tert-butyl N-[(1S,2S)-2-{[3-methyl-5-(trifluoromethyl)pyridin-2-yl]amino}cyclopentyl]carbamate (580 mg, 1.614 mmol) in 1,4-dioxane (5 ml) was added HCl in 1,4-dioxane (4M, 4 ml, 16.00 mmol). The reaction was stirred at room temperature for 18 hours. The reaction mixture was concentrated in vacuo and azeotropically distilled with toluene to afford the title compound. The reactants are Brc1ncccn1, CC(=O)[CH-]C(C)=O, C1CCOC1, CCOC(C)=O, CC(C)[Mg+], [Cl-], OC1(c2ccc(I)cc2)CCC2(CC1)OCCO2, [Ni], c1ccc(P(CCCP(c2ccccc2)c2ccccc2)c2ccccc2)cc1. RXN SMILES: [Br:53][c:54]1[n:55][cH:56][cH:57][cH:58][n:59]1.[CH-:72]([C:73](=[O:74])[CH3:75])[C:76](=[O:77])[CH3:78].[CH2:60]1[O:61][CH2:62][CH2:63][CH2:64]1.[CH3:65][CH2:66][O:67][C:68]([CH3:69])=[O:70].[CH:20]([Mg+:21])([CH3:22])[CH3:23].[Cl-:19].[I:1][c:2]1[cH:3][cH:4][c:5]([C:8]2([OH:18])[CH2:9][CH2:10][C:11]3([O:12][CH2:13][CH2:14][O:15]3)[CH2:16][CH2:17]2)[cH:6][cH:7]1.[Ni:71].[c:24]1([P:25]([c:26]2[cH:27][cH:28][cH:29][cH:30][cH:31]2)[CH2:32][CH2:33][CH2:34][P:35]([c:36]2[cH:37][cH:38][cH:39][cH:40][cH:41]2)[c:42]2[cH:43][cH:44][cH:45][cH:46][cH:47]2)[cH:48][cH:49][cH:50][cH:51][cH:52]1>>[c:2]1(-[c:54]2[n:55][cH:56][cH:57][cH:58][n:59]2)[cH:3][cH:4][c:5]([C:8]2([OH:18])[CH2:9][CH2:10][C:11]3([O:12][CH2:13][CH2:14][O:15]3)[CH2:16][CH2:17]2)[cH:6][cH:7]1. The product is OC1(c2ccc(-c3ncccn3)cc2)CCC2(CC1)OCCO2. Starting materials: C(C1=CC=CC=C1)OC=1C=C(C=CC1)CCC(=O)O (3-(3-Benzyloxy-phenyl)-propanoic acid), [Li+].[Cl-] (LiCl), C1(CCCC1)[Mg]Cl (cyclopentyl magnesium chloride), C1CCOC1 (THF), MnCl2. Run in CCOCC (Et2O), S(=O)(Cl)Cl (thionyl chloride). The product is C(C1=CC=CC=C1)OC=1C=C(C=CC1)CCC(=O)C1CCCC1 (3-(3-Benzyloxy-phenyl)-1-cyclopentyl-propan-1-one). As a reaction SMILES: [CH2:1]([O:8][C:9]1[CH:10]=[C:11]([CH2:15][CH2:16][C:17]([OH:19])=O)[CH:12]=[CH:13][CH:14]=1)[C:2]1[CH:7]=[CH:6][CH:5]=[CH:4][CH:3]=1.C1COCC1.[Li+].[Cl-].[CH:27]1([Mg]Cl)[CH2:31][CH2:30][CH2:29][CH2:28]1>S(Cl)(Cl)=O.CCOCC>[CH2:1]([O:8][C:9]1[CH:10]=[C:11]([CH2:15][CH2:16][C:17]([CH:27]2[CH2:31][CH2:30][CH2:29][CH2:28]2)=[O:19])[CH:12]=[CH:13][CH:14]=1)[C:2]1[CH:3]=[CH:4][CH:5]=[CH:6][CH:7]=1 |f:2.3|. Reported procedure: 3-(3-Benzyloxy-phenyl)-propanoic acid (5 g, 19.5 mmol) from Example XXXX was taken up in thionyl chloride (20 mL) and refluxed for 2 hours. The excess thionyl chloride was removed under reduced pressure and carbon tetrachloride added and removed several times under reduced pressure to remove any excess thionyl chloride. The resulting oil was taken up in freshly distilled THF (50 mL), MnCl2 (0.49 g, 3.9 mmol) and LiCl (0.331 g, 7.8 mmol) were added. This was allowed to stir under nitrogen at room... The reactants are CCCCP(CCCC)CCCC, CCOC(=O)C(Cc1ccc(O)cc1)OCC, O=C(N=NC(=O)N1CCCCC1)N1CCCCC1, OCC=C(c1ccccc1)c1ccccc1. Product: CCOC(=O)C(Cc1ccc(OCC=C(c2ccccc2)c2ccccc2)cc1)OCC. RXN SMILES: [CH2:17]([P:18]([CH2:19][CH2:20][CH2:21][CH3:22])[CH2:23][CH2:24][CH2:25][CH3:26])[CH2:27][CH2:28][CH3:29].[CH2:30]([CH3:31])[O:32][C:33]([CH:34]([CH2:35][c:36]1[cH:37][cH:38][c:39]([OH:42])[cH:40][cH:41]1)[O:43][CH2:44][CH3:45])=[O:46].[N:47]([C:48]([N:49]1[CH2:50][CH2:51][CH2:52][CH2:53][CH2:54]1)=[O:55])=[N:56][C:57]([N:58]1[CH2:59][CH2:60][CH2:61][CH2:62][CH2:63]1)=[O:64].[c:1]1([C:7](=[CH:8][CH2:9][OH:10])[c:11]2[cH:12][cH:13][cH:14][cH:15][cH:16]2)[cH:2][cH:3][cH:4][cH:5][cH:6]1>>[c:1]1([C:7](=[CH:8][CH2:9][O:10][c:39]2[cH:38][cH:37][c:36]([CH2:35][CH:34]([C:33]([O:32][CH2:30][CH3:31])=[O:46])[O:43][CH2:44][CH3:45])[cH:41][cH:40]2)[c:11]2[cH:12][cH:13][cH:14][cH:15][cH:16]2)[cH:2][cH:3][cH:4][cH:5][cH:6]1. The reactants are [OH-].[Na+] (sodium hydroxide), ClC1=CC=C(C=C1)C(N1CC(C1)=C(S(=O)(=O)C)C1=CC(=CC(=C1)F)F)C1=CC=C(C=C1)C=O ((RS)-1-{(4-chlorophenyl)(4-formylphenyl)methyl}-3-[(3,5-difluorophenyl)(methylsulfonyl)methylene]azetidine), C(C)(=O)O[BH-](OC(C)=O)OC(C)=O.[Na+] (sodium triacetoxyborohydride), N1CCCC1 (pyrrolidine). The solvent is ClCCCl (1,2-dichloroethane). Run at time 20 hour. Yields the product ClC1=CC=C(C=C1)C(N1CC(C1)=C(S(=O)(=O)C)C1=CC(=CC(=C1)F)F)C1=CC=C(C=C1)CN1CCCC1 ((RS)-1-{(4-chlorophenyl)[4-(pyrrolidylmethyl)phenyl]methyl}-3-[(3,5-difluorophenyl)(methylsulfonyl)methylene]azetidine). Isolated yield 51.1%. As a reaction SMILES: [Cl:1][C:2]1[CH:7]=[CH:6][C:5]([CH:8]([C:26]2[CH:31]=[CH:30][C:29]([CH:32]=O)=[CH:28][CH:27]=2)[N:9]2[CH2:12][C:11](=[C:13]([C:18]3[CH:23]=[C:22]([F:24])[CH:21]=[C:20]([F:25])[CH:19]=3)[S:14]([CH3:17])(=[O:16])=[O:15])[CH2:10]2)=[CH:4][CH:3]=1.C(O[BH-](OC(=O)C)OC(=O)C)(=O)C.[Na+].[NH:48]1[CH2:52][CH2:51][CH2:50][CH2:49]1.[OH-].[Na+]>ClCCCl>[Cl:1][C:2]1[CH:7]=[CH:6][C:5]([CH:8]([C:26]2[CH:31]=[CH:30][C:29]([CH2:32][N:48]3[CH2:52][CH2:51][CH2:50][CH2:49]3)=[CH:28][CH:27]=2)[N:9]2[CH2:12][C:11](=[C:13]([C:18]3[CH:23]=[C:22]([F:24])[CH:21]=[C:20]([F:25])[CH:19]=3)[S:14]([CH3:17])(=[O:16])=[O:15])[CH2:10]2)=[CH:4][CH:3]=1 |f:1.2,4.5|. Procedure: 0.75 g of (RS)-1-{(4-chlorophenyl)(4-formylphenyl)methyl}-3-[(3,5-difluorophenyl)(methylsulfonyl)methylene]azetidine and then 0.68 g of sodium triacetoxyborohydride are added to a solution of 0.10 g of pyrrolidine in 20 cm3 of 1,2-dichloroethane. After 20 hours at room temperature, 2 cm3 of 1 N sodium hydroxide are added, the product is extracted with 100 cm3 of dichloromethane, the organic phase is washed twice with 50 cm3 of water and then 50 cm3 of a saturated sodium chloride solution, dried ...